This data is from the Open Reaction Database (ORD), a public repository of structured organic reaction records. The task is: describe an organic reaction: reactants, conditions, products, and yield Reactants: COc1cc(C(=O)O)c(NC(C)=O)cc1-c1ccccc1, Cl, C1COCCO1. Product: COc1cc(C(=O)O)c(N)cc1-c1ccccc1. As a reaction SMILES: [C:1](=[O:2])([CH3:3])[NH:4][c:5]1[c:6]([C:7](=[O:8])[OH:9])[cH:10][c:11]([O:20][CH3:21])[c:12](-[c:14]2[cH:15][cH:16][cH:17][cH:18][cH:19]2)[cH:13]1.[ClH:28].[O:22]1[CH2:23][CH2:24][O:25][CH2:26][CH2:27]1>>[NH2:4][c:5]1[c:6]([C:7](=[O:8])[OH:9])[cH:10][c:11]([O:20][CH3:21])[c:12](-[c:14]2[cH:15][cH:16][cH:17][cH:18][cH:19]2)[cH:13]1. Starting materials: [H-].[Na+] (NaH), CC1=CC=C(C=C1)S(=O)(=O)OCCC=1C=NC(=CC1)C (2-(6-methylpyridin-3-yl)ethyl 4-methylbenzenesulfonate), C1CCN2CCC3=C(C12)C1=C(N3)N=CC=C1 (2,3,5,6,7,11c-hexahydro-1H-pyrido[3′,2′:4,5]pyrrolo[2,3-g]indolizine). Solvent: CN(C)C=O (DMF), O (water), CN(C)C=O (DMF), CN(C)C=O (DMF). Conditions: time 5 minute. Product: CC1=CC=C(C=N1)CCN1C2=C(C3=C1CCN1CCCC31)C=CC=N2 (7-(2-(6-methylpyridin-3-yl)ethyl)-2,3,5,6,7,11c-hexahydro-1H-pyrido[3′,2′:4,5]pyrrolo[2,3-g]indolizine). As a reaction SMILES: [CH2:1]1[CH:9]2[N:4]([CH2:5][CH2:6][C:7]3[NH:12][C:11]4[N:13]=[CH:14][CH:15]=[CH:16][C:10]=4[C:8]=32)[CH2:3][CH2:2]1.[H-].[Na+].CC1C=CC(S(O[CH2:30][CH2:31][C:32]2[CH:33]=[N:34][C:35]([CH3:38])=[CH:36][CH:37]=2)(=O)=O)=CC=1>CN(C=O)C.O>[CH3:38][C:35]1[N:34]=[CH:33][C:32]([CH2:31][CH2:30][N:12]2[C:7]3[CH2:6][CH2:5][N:4]4[CH:9]([C:8]=3[C:10]3[CH:16]=[CH:15][CH:14]=[N:13][C:11]2=3)[CH2:1][CH2:2][CH2:3]4)=[CH:37][CH:36]=1 |f:1.2|. Procedure details: To a solution of 2,3,5,6,7,11c-hexahydro-1H-pyrido[3′,2′:4,5]pyrrolo[2,3-g]indolizine (120 mg, 0.565 mmol) in DMF (1 mL) was added a suspension of NaH (68.0 mg, 1.69 mmol) in DMF (1 mL). After stirring for 5 min at rt, a solution of 2-(6-methylpyridin-3-yl)ethyl 4-methylbenzenesulfonate (492 mg, 1.69 mmol) in DMF (1 mL) was added dropwise into the reaction mixture and stirring continued for another 2 h at RT. The progress of reaction was monitored by TLC and LCMS. The reaction mixture was dilute...